From a dataset of the Open Reaction Database (ORD), a public repository of structured organic reaction records. describe an organic reaction: reactants, conditions, products, and yield The reactants are COCC1CCC(c2ccccc2)CC1, CCCCCCC, CC(=O)O, ClC(Cl)(Cl)Cl, Cl, [O-][I+2]([O-])O, I, [Na+], [Na+], O, O=S([O-])([O-])=S. Product: COCC1CCC(c2ccc(I)cc2)CC1. As a reaction SMILES: [CH3:1][O:2][CH2:3][CH:4]1[CH2:5][CH2:6][CH:7]([c:10]2[cH:11][cH:12][cH:13][cH:14][cH:15]2)[CH2:8][CH2:9]1.[CH3:29][CH2:30][CH2:31][CH2:32][CH2:33][CH2:34][CH3:35].[CH3:42][C:43](=[O:44])[OH:45].[Cl:36][C:37]([Cl:38])([Cl:39])[Cl:40].[ClH:21].[I+2:16]([OH:17])([O-:18])[O-:19].[I:20].[Na+:27].[Na+:28].[OH2:41].[S:22]([O-:23])([O-:24])(=[O:25])=[S:26]>>[CH3:1][O:2][CH2:3][CH:4]1[CH2:5][CH2:6][CH:7]([c:10]2[cH:11][cH:12][c:13]([I:16])[cH:14][cH:15]2)[CH2:8][CH2:9]1.